From a dataset of the Open Reaction Database (ORD), a public repository of structured organic reaction records. describe an organic reaction: reactants, conditions, products, and yield Reactants: CN(C)C=O, CCO, Nc1cc(Cn2ccnc2)ccc1[N+](=O)[O-]. Yields the product Nc1ccc(Cn2ccnc2)cc1N. RXN SMILES: [CH3:17][N:18]([CH3:19])[CH:20]=[O:21].[CH3:22][CH2:23][OH:24].[n:1]1([CH2:6][c:7]2[cH:8][cH:9][c:10]([N+:14]([O-:15])=[O:16])[c:11]([NH2:13])[cH:12]2)[cH:2][n:3][cH:4][cH:5]1>>[n:1]1([CH2:6][c:7]2[cH:8][cH:9][c:10]([NH2:14])[c:11]([NH2:13])[cH:12]2)[cH:2][n:3][cH:4][cH:5]1. Reactants: ClC=1NC2=C(N1)C=C(C(=C2)C)C (2-chloro-5,6-dimethylbenzimidazole), CC1=C(C(C(=O)O)=CC=C1)N (3-methylanthranilic acid). Yields the product CC=1C=CC=C2C(N3C(=NC12)NC1=C3C=C(C(=C1)C)C)=O (4,8,9-Trimethylbenzimidazo[2,1-b]quinazolin-12(6H)one). Reaction SMILES: Cl[C:2]1[NH:3][C:4]2[CH:10]=[C:9]([CH3:11])[C:8]([CH3:12])=[CH:7][C:5]=2[N:6]=1.[CH3:13][C:14]1[CH:22]=[CH:21][CH:20]=[C:16]([C:17](O)=[O:18])[C:15]=1[NH2:23]>>[CH3:13][C:14]1[CH:22]=[CH:21][CH:20]=[C:16]2[C:15]=1[N:23]=[C:2]1[NH:3][C:4]3[CH:10]=[C:9]([CH3:11])[C:8]([CH3:12])=[CH:7][C:5]=3[N:6]1[C:17]2=[O:18]. Procedure details: 4,8,9-Trimethylbenzimidazo[2,1-b]quinazolin-12(6H)one is prepared with 2-chloro-5,6-dimethylbenzimidazole and 3-methylanthranilic acid. Reactants: COC(=O)[C@@H]1CC[C@H](CC1)OC1=CC(=CC(=C1)F)F (trans-4-(3,5-difluoro-phenoxy)-cyclohexanecarboxylic acid methyl ester), O.NN (hydrazine hydrate). Reaction conditions: temperature 120 celsius. The product is FC=1C=C(O[C@@H]2CC[C@H](CC2)C(=O)NN)C=C(C1)F (trans-4-(3,5-Difluoro-phenoxy)-cyclohexanecarboxylic acid hydrazide). As a reaction SMILES: C[O:2][C:3]([C@H:5]1[CH2:10][CH2:9][C@H:8]([O:11][C:12]2[CH:17]=[C:16]([F:18])[CH:15]=[C:14]([F:19])[CH:13]=2)[CH2:7][CH2:6]1)=O.O.[NH2:21][NH2:22]>>[F:19][C:14]1[CH:13]=[C:12]([CH:17]=[C:16]([F:18])[CH:15]=1)[O:11][C@H:8]1[CH2:9][CH2:10][C@H:5]([C:3]([NH:21][NH2:22])=[O:2])[CH2:6][CH2:7]1 |f:1.2|. Procedure: A mixture of trans-4-(3,5-difluoro-phenoxy)-cyclohexanecarboxylic acid methyl ester (0.148 g, 0.548 mmol) and hydrazine hydrate (0.106 ml, 2.19 mmol) was heated at 120° C. for 18 h. After cooling to room temperature the reaction mixture was partitioned between ethyl acetate (50 ml) and 1 M aqueous sodium hydroxide solution (50 ml). The organic layer was separated.